This data is from the Open Reaction Database (ORD), a public repository of structured organic reaction records. The task is: describe an organic reaction: reactants, conditions, products, and yield Reaction conditions: temperature 70 celsius, time 1 hour. The yield is 52.3%. Reported procedure: To a mixture of 2-chloro-4,6-dimethylquinoline (0.40 g), Pd2(dba)3 (0.095 g), (±)-BINAP (0.20 g), (S)-t-butyl 3-amino-4-hydroxypyrrolidine-1-carboxylate (0.51 g), and 1,4-dioxane (8 mL) was added sodium t-butoxide (0.60 g) under nitrogen atmosphere, and the mixture was stirred at 70° C. for 1 h. The reaction mixture was diluted with ethyl acetate and water, the interlayer was removed by Celite filtration, and the organic layer was washed with saturated brine. The organic layer was dried with anh... As a reaction SMILES: Cl[C:2]1[CH:11]=[C:10]([CH3:12])[C:9]2[C:4](=[CH:5][CH:6]=[C:7]([CH3:13])[CH:8]=2)[N:3]=1.[NH2:14][C@@H:15]1[CH:19]([OH:20])[CH2:18][N:17]([C:21]([O:23][C:24]([CH3:27])([CH3:26])[CH3:25])=[O:22])[CH2:16]1.O1CCOCC1.CC(C)([O-])C.[Na+]>C(OCC)(=O)C.O.C1C=CC(/C=C/C(/C=C/C2C=CC=CC=2)=O)=CC=1.C1C=CC(/C=C/C(/C=C/C2C=CC=CC=2)=O)=CC=1.C1C=CC(/C=C/C(/C=C/C2C=CC=CC=2)=O)=CC=1.[Pd].[Pd]>[CH3:12][C:10]1[C:9]2[C:4](=[CH:5][CH:6]=[C:7]([CH3:13])[CH:8]=2)[N:3]=[C:2]([NH:14][C@H:15]2[C@H:19]([OH:20])[CH2:18][N:17]([C:21]([O:23][C:24]([CH3:27])([CH3:26])[CH3:25])=[O:22])[CH2:16]2)[CH:11]=1 |f:3.4,7.8.9.10.11|. Starting materials: CC(C)([O-])C.[Na+] (sodium t-butoxide), ClC1=NC2=CC=C(C=C2C(=C1)C)C (2-chloro-4,6-dimethylquinoline), (±)-BINAP, N[C@H]1CN(CC1O)C(=O)OC(C)(C)C ((S)-t-butyl 3-amino-4-hydroxypyrrolidine-1-carboxylate), O1CCOCC1 (1,4-dioxane). Solvent: C(C)(=O)OCC (ethyl acetate), O (water). Product: CC1=CC(=NC2=CC=C(C=C12)C)N[C@@H]1CN(C[C@H]1O)C(=O)OC(C)(C)C ((3R,4R)-t-butyl 3-(4,6-dimethylquinolin-2-ylamino)-4-hydroxypyrrolidine-1-carboxylate). Reagents/catalysts: C=1C=CC(=CC1)/C=C/C(=O)/C=C/C2=CC=CC=C2.C=1C=CC(=CC1)/C=C/C(=O)/C=C/C2=CC=CC=C2.C=1C=CC(=CC1)/C=C/C(=O)/C=C/C2=CC=CC=C2.[Pd].[Pd] (Pd2(dba)3).